This data is from the Open Reaction Database (ORD), a public repository of structured organic reaction records. The task is: describe an organic reaction: reactants, conditions, products, and yield RXN SMILES: C([NH:4][C:5]1[CH:10]=[C:9]([C:11]([CH3:14])([CH3:13])[CH3:12])[C:8]([O:15][CH2:16][CH2:17][CH2:18][CH2:19][CH2:20][CH2:21][CH2:22][CH2:23][CH2:24][CH2:25][CH2:26][CH2:27][CH2:28][CH2:29][CH2:30][CH3:31])=[CH:7][C:6]=1[OH:32])(=O)C.[ClH:33]>C(O)C>[ClH:33].[NH2:4][C:5]1[CH:10]=[C:9]([C:11]([CH3:14])([CH3:13])[CH3:12])[C:8]([O:15][CH2:16][CH2:17][CH2:18][CH2:19][CH2:20][CH2:21][CH2:22][CH2:23][CH2:24][CH2:25][CH2:26][CH2:27][CH2:28][CH2:29][CH2:30][CH3:31])=[CH:7][C:6]=1[OH:32] |f:3.4|. The solvent is C(C)O (ethanol). Starting materials: C(C)(=O)NC1=C(C=C(C(=C1)C(C)(C)C)OCCCCCCCCCCCCCCCC)O (2-acetylamino-4-tert-butyl-5-hexadecyloxyphenol), Cl (hydrochloric acid). Product: Cl.NC1=C(C=C(C(=C1)C(C)(C)C)OCCCCCCCCCCCCCCCC)O (2-amino-4-tert-butyl-5-hexadecyloxyphenol hydrochloride). Conditions: time 5 hour. Reported procedure: A mixture of 23.0 g of 2-acetylamino-4-tert-butyl-5-hexadecyloxyphenol, 120 ml of ethanol and 96 ml of 35% hydrochloric acid was refluxed with stirring for 5 hours. The reaction solution was cooled to precipitate crystals. The crystals were collected by filtration. 23.2 g of 2-amino-4-tert-butyl-5-hexadecyloxyphenol hydrochloride was obtained. Starting materials: C(C)OC(=O)C=1NC2=CC=C(C=C2C1)C1=CC=C(C=C1)C(C)(C)C (5-(4-tert-butylphenyl)indole-2-carboxylic acid ethyl ester), BrC1=CC=C(C=C1)OC1CCCC1 (1-bromo-4-cyclopentoxybenzene), ester. Yields the product C(C)(C)(C)C1=CC=C(C=C1)C=1C=C2C=C(N(C2=CC1)C1=CC=C(C=C1)OC1CCCC1)C(=O)O (5-(4-tert-Butylphenyl)-1-(4-cyclopentoxyphenyl)-1H-indole-2-carboxylic acid). As a reaction SMILES: C([O:3][C:4]([C:6]1[NH:7][C:8]2[C:13]([CH:14]=1)=[CH:12][C:11]([C:15]1[CH:20]=[CH:19][C:18]([C:21]([CH3:24])([CH3:23])[CH3:22])=[CH:17][CH:16]=1)=[CH:10][CH:9]=2)=[O:5])C.Br[C:26]1[CH:31]=[CH:30][C:29]([O:32][CH:33]2[CH2:37][CH2:36][CH2:35][CH2:34]2)=[CH:28][CH:27]=1>>[C:21]([C:18]1[CH:19]=[CH:20][C:15]([C:11]2[CH:12]=[C:13]3[C:8](=[CH:9][CH:10]=2)[N:7]([C:26]2[CH:31]=[CH:30][C:29]([O:32][CH:33]4[CH2:37][CH2:36][CH2:35][CH2:34]4)=[CH:28][CH:27]=2)[C:6]([C:4]([OH:3])=[O:5])=[CH:14]3)=[CH:16][CH:17]=1)([CH3:24])([CH3:22])[CH3:23]. Reported procedure: The title compound was prepared in accordance with Example 1(b) from 5-(4-tert-butylphenyl)indole-2-carboxylic acid ethyl ester (see Example 1(a)) and 1-bromo-4-cyclopentoxybenzene (see Example 48(a)), followed by ester hydrolysis in accordance with the procedure described in Example 35, Method 3, step (b). Reactants: CC1=C(NC(=C1)C)\C=C\1/C(N(C2=CC=CC=C12)CO)=O ((3Z)-3-[(3,5-dimethyl-1H-pyrrol-2-yl)-methylidene]-1-(hydroxymethyl)-1,3-dihydro-2H-indol-2-one), P(OCC1=CC=CC=C1)(OCC1=CC=CC=C1)(=O)Cl (dibenzyl phosphorochloridate). Yields the product P(=O)(OCC1=CC=CC=C1)(OCC1=CC=CC=C1)OCN1C(\C(\C2=CC=CC=C12)=C/C=1NC(=CC1C)C)=O (dibenzyl {(3Z)-3-[(3,5-dimethyl-1H-pyrrol-2-yl)methylidene]-2-oxo-2,3-dihydro-1H-indol-1-yl}methyl phosphate). Reaction SMILES: [CH3:1][C:2]1[CH:6]=[C:5]([CH3:7])[NH:4][C:3]=1/[CH:8]=[C:9]1\[C:10](=[O:20])[N:11]([CH2:18][OH:19])[C:12]2[C:17]\1=[CH:16][CH:15]=[CH:14][CH:13]=2.[P:21](Cl)(=[O:38])([O:30][CH2:31][C:32]1[CH:37]=[CH:36][CH:35]=[CH:34][CH:33]=1)[O:22][CH2:23][C:24]1[CH:29]=[CH:28][CH:27]=[CH:26][CH:25]=1>>[P:21]([O:19][CH2:18][N:11]1[C:12]2[C:17](=[CH:16][CH:15]=[CH:14][CH:13]=2)/[C:9](=[CH:8]/[C:3]2[NH:4][C:5]([CH3:7])=[CH:6][C:2]=2[CH3:1])/[C:10]1=[O:20])([O:22][CH2:23][C:24]1[CH:29]=[CH:28][CH:27]=[CH:26][CH:25]=1)([O:30][CH2:31][C:32]1[CH:37]=[CH:36][CH:35]=[CH:34][CH:33]=1)=[O:38]. Reported procedure: The title compound was prepared from (3Z)-3-[(3,5-dimethyl-1H-pyrrol-2-yl)-methylidene]-1-(hydroxymethyl)-1,3-dihydro-2H-indol-2-one (1) and dibenzyl phosphorochloridate (modification of procedure used to prepare {3(Z)-3-[(3,5-dimethyl-1H-pyrrol-2-yl)-methylidene]-2-oxo-2,3-dihydro-1H-indol-1-yl}methyl acetate (2)). Reactants: N1C=C(C2=CC=CC=C12)CCC(C(=O)O)=O (4-(3-indolyl)-2-oxobutyric acid), N[C@@H](C)C(=O)N1[C@H](C(=O)O)CCC1 (L-alanyl-L-proline), C(#N)[BH3-].[Na+] (sodium cyanoborohydride). Yields the product C(=O)(O)C(CCC1=CNC2=CC=CC=C12)N[C@@H](C)C(=O)N1[C@H](C(=O)O)CCC1 (N-[1-carboxy-3-(3-indolyl)propyl]L-alanyl-L-proline). Reaction SMILES: [NH:1]1[C:9]2[C:4](=[CH:5][CH:6]=[CH:7][CH:8]=2)[C:3]([CH2:10][CH2:11][C:12](=O)[C:13]([OH:15])=[O:14])=[CH:2]1.[NH2:17][C@H:18]([C:20]([N:22]1[CH2:29][CH2:28][CH2:27][C@H:23]1[C:24]([OH:26])=[O:25])=[O:21])[CH3:19].C([BH3-])#N.[Na+]>>[C:13]([CH:12]([NH:17][C@H:18]([C:20]([N:22]1[CH2:29][CH2:28][CH2:27][C@H:23]1[C:24]([OH:26])=[O:25])=[O:21])[CH3:19])[CH2:11][CH2:10][C:3]1[C:4]2[C:9](=[CH:8][CH:7]=[CH:6][CH:5]=2)[NH:1][CH:2]=1)([OH:15])=[O:14] |f:2.3|. Procedure details: In the manner described in example 24, 4-(3-indolyl)-2-oxobutyric acid and L-alanyl-L-proline are condensed in the presence of sodium cyanoborohydride to yield N-[1-carboxy-3-(3-indolyl)propyl]L-alanyl-L-proline. The mass spectrum of the trisilyated material shows a molecular ion at 603 m/e and a M+ -15 peak at 588 m/e.